This data is from the Open Reaction Database (ORD), a public repository of structured organic reaction records. The task is: describe an organic reaction: reactants, conditions, products, and yield Starting materials: BrC=1C=C(C=CC1)CC(=O)OC (methyl 2-(3-bromophenyl)acetate), CC1(OB(OC1(C)C)C1=CCN(CC1)C(=O)OC(C)(C)C)C (tert-butyl 4-(4,4,5,5-tetramethyl-1,3,2-dioxaborolan-2-yl)-5,6-dihydropyridine-1(2H)-carboxylate), C(=O)([O-])[O-].[K+].[K+] (K2CO3). Reagents/catalysts: C1=CC=C(C=C1)P([C-]2C=CC=C2)C3=CC=CC=C3.C1=CC=C(C=C1)P([C-]2C=CC=C2)C3=CC=CC=C3.Cl[Pd]Cl.[Fe+2] (PdCl2(dppf)). Run in CN(C)C=O (DMF). Yields the product COC(CC=1C=C(C=CC1)C1=CCN(CC1)C(=O)OC(C)(C)C)=O (tert-butyl 4-(3-(2-methoxy-2-oxoethyl)phenyl)-5,6-dihydropyridine-1(2H)-carboxylate). As a reaction SMILES: Br[C:2]1[CH:3]=[C:4]([CH2:8][C:9]([O:11][CH3:12])=[O:10])[CH:5]=[CH:6][CH:7]=1.CC1(C)C(C)(C)OB([C:21]2[CH2:26][CH2:25][N:24]([C:27]([O:29][C:30]([CH3:33])([CH3:32])[CH3:31])=[O:28])[CH2:23][CH:22]=2)O1.C([O-])([O-])=O.[K+].[K+]>CN(C=O)C.C1C=CC(P(C2C=CC=CC=2)[C-]2C=CC=C2)=CC=1.C1C=CC(P(C2C=CC=CC=2)[C-]2C=CC=C2)=CC=1.Cl[Pd]Cl.[Fe+2]>[CH3:12][O:11][C:9](=[O:10])[CH2:8][C:4]1[CH:3]=[C:2]([C:21]2[CH2:26][CH2:25][N:24]([C:27]([O:29][C:30]([CH3:33])([CH3:32])[CH3:31])=[O:28])[CH2:23][CH:22]=2)[CH:7]=[CH:6][CH:5]=1 |f:2.3.4,6.7.8.9|. Reported procedure: The solution of methyl 2-(3-bromophenyl)acetate (288.9 mg, 1.26 mmol), tert-butyl 4-(4,4,5,5-tetramethyl-1,3,2-dioxaborolan-2-yl)-5,6-dihydropyridine-1(2H)-carboxylate (300 mg, 0.97 mmol), PdCl2(dppf) (35.5 mg, 4.8% mmol) and K2CO3 (268.1 mg, 1.94 mmol) in DMF (20 mL) was stirred at 90 degree under N2 overnight. After cooling to room temperature, the mixture was filtered with celite, diluted with EtOAc, washed with water, dried over Na2SO4 and evaporated under reduced pressure. The residue was p... Reactants: CCOC(C)=O, CC(=O)[O-], CCO, CCOC(=O)c1cn2c(cc(Cl)c3ccc(OC)cc32)n1, [Na+]. Product: CCOC(=O)c1cn2c(ccc3ccc(OC)cc32)n1. RXN SMILES: [CH3:22][CH2:23][O:24][C:25](=[O:26])[CH3:27].[CH3:29][C:30](=[O:31])[O-:32].[CH3:33][CH2:34][OH:35].[Cl:1][c:2]1[cH:3][c:4]2[n:5]([c:6]3[cH:7][c:8]([O:12][CH3:13])[cH:9][cH:10][c:11]13)[cH:14][c:15]([C:17](=[O:18])[O:19][CH2:20][CH3:21])[n:16]2.[Na+:28]>>[cH:2]1[cH:3][c:4]2[n:5]([c:6]3[cH:7][c:8]([O:12][CH3:13])[cH:9][cH:10][c:11]13)[cH:14][c:15]([C:17](=[O:18])[O:19][CH2:20][CH3:21])[n:16]2. Starting materials: NC(C(=O)NCCN1CCOCC1)C(CC)C (2-amino-3-methyl-N-(2-morpholinoethyl)-pentanamide), C(C)O (ethanol), S(O)(O)(=O)=O (sulfuric acid), C(C)O (ethanol), S(O)(O)(=O)=O (sulfuric acid). Solvent: C(C)(C)O (isopropanol). The product is S(=O)(=O)(O)OS(=O)(=O)O.NC(C(=O)NCCN1CCOCC1)C(CC)C (2-amino-3-methyl-N-(2-morpholinoethyl)-pentanamide Disulfate). The yield is 212.6%. Reaction SMILES: [NH2:1][CH:2]([CH:14]([CH3:17])[CH2:15][CH3:16])[C:3]([NH:5][CH2:6][CH2:7][N:8]1[CH2:13][CH2:12][O:11][CH2:10][CH2:9]1)=[O:4].C(O)C.[S:21](=[O:25])(=[O:24])([OH:23])[OH:22]>C(O)(C)C>[S:21]([O:23][S:21]([OH:24])(=[O:23])=[O:22])([OH:22])(=[O:25])=[O:24].[NH2:1][CH:2]([CH:14]([CH3:17])[CH2:15][CH3:16])[C:3]([NH:5][CH2:6][CH2:7][N:8]1[CH2:13][CH2:12][O:11][CH2:10][CH2:9]1)=[O:4] |f:4.5|. Procedure: To a solution of 2-amino-3-methyl-N-(2-morpholinoethyl)-pentanamide free base (25 g, 0.103 mol) dissolved in absolute, anhydrous ethanol (250 mL, 10 vol) cooled in an ice-water bath was slowly added concentrated sulfuric acid (4 mL, 75 mmol) by dropwise addition. Precipitation immediately occurred causing stirring to stop. The ice-water bath was removed and the addition of ethanol (200 mL) and isopropanol (225 mL) was necessary to restart stirring. The remaining required sulfuric acid (7 mL, 131... The reactants are C1COCCN1, C=O, CC(=O)O, CC(C)[Si](C(C)C)(C(C)C)n1cccc1, [Na+], [OH-], O. Yields the product CC(C)[Si](C(C)C)(C(C)C)n1ccc(CN2CCOCC2)c1. Reaction SMILES: [CH2:1]1[CH2:2][O:3][CH2:4][CH2:5][NH:6]1.[CH2:22]=[O:23].[CH3:26][C:27](=[O:28])[OH:29].[CH:7]([CH3:8])([CH3:9])[Si:10]([n:11]1[cH:12][cH:13][cH:14][cH:15]1)([CH:16]([CH3:17])[CH3:18])[CH:19]([CH3:20])[CH3:21].[Na+:25].[OH-:24].[OH2:30]>>[CH2:1]1[CH2:2][O:3][CH2:4][CH2:5][N:6]1[CH2:22][c:13]1[cH:12][n:11]([Si:10]([CH:7]([CH3:8])[CH3:9])([CH:16]([CH3:17])[CH3:18])[CH:19]([CH3:20])[CH3:21])[cH:15][cH:14]1. The reactants are C, CO, [H][H], Nc1ncnc2c1ncn2-c1ccc([N+](=O)[O-])cc1, [Pd]. Yields the product Nc1ccc(-n2cnc3c(N)ncnc32)cc1. As a reaction SMILES: [C:24].[CH3:22][OH:23].[H:20][H:21].[N+:1]([O-:2])(=[O:3])[c:4]1[cH:5][cH:6][c:7](-[n:10]2[c:11]3[n:12][cH:13][n:14][c:15]([NH2:19])[c:16]3[n:17][cH:18]2)[cH:8][cH:9]1.[Pd:25]>>[NH2:1][c:4]1[cH:5][cH:6][c:7](-[n:10]2[c:11]3[n:12][cH:13][n:14][c:15]([NH2:19])[c:16]3[n:17][cH:18]2)[cH:8][cH:9]1. Reactants: Cc1nc(N)nc2c1C(=O)CC(c1ccccc1-c1ccccn1)C2, Cc1nc(N)nc2c1C(=NO)CC(c1ccccc1-c1ccccc1)C2. The product is Cc1nc(N)nc2c1C(=NO)CC(c1ccccc1-c1ccccn1)C2. As a reaction SMILES: [NH2:1][c:2]1[n:3][c:4]2[c:9]([c:10]([CH3:12])[n:11]1)[C:8](=[O:13])[CH2:7][CH:6]([c:14]1[c:15](-[c:20]3[n:21][cH:22][cH:23][cH:24][cH:25]3)[cH:16][cH:17][cH:18][cH:19]1)[CH2:5]2.[NH2:26][c:27]1[n:28][c:29]([CH3:30])[c:31]2[c:50]([n:51]1)[CH2:49][CH:34]([c:35]1[cH:36][cH:37][cH:40][cH:41][c:42]1-[c:43]1[cH:44][cH:45][cH:46][cH:47][cH:48]1)[CH2:33][C:32]2=[N:38][OH:39]>>[NH2:1][c:2]1[n:3][c:4]2[c:9]([c:10]([CH3:12])[n:11]1)[C:8](=[N:38][OH:39])[CH2:7][CH:6]([c:14]1[c:15](-[c:20]3[n:21][cH:22][cH:23][cH:24][cH:25]3)[cH:16][cH:17][cH:18][cH:19]1)[CH2:5]2. Starting materials: O=Cc1cc(F)cc(Br)c1, CCOC(=O)c1ccc(N)cc1, CCO. Product: CCOC(=O)c1ccc(N=Cc2cc(F)cc(Br)c2)cc1. Reaction SMILES: [Br:13][c:14]1[cH:15][c:16]([CH:17]=[O:18])[cH:19][c:20]([F:22])[cH:21]1.[CH2:1]([CH3:2])[O:3][C:4]([c:5]1[cH:6][cH:7][c:8]([NH2:11])[cH:9][cH:10]1)=[O:12].[CH3:23][CH2:24][OH:25]>>[CH2:1]([CH3:2])[O:3][C:4]([c:5]1[cH:6][cH:7][c:8]([N:11]=[CH:17][c:16]2[cH:15][c:14]([Br:13])[cH:21][c:20]([F:22])[cH:19]2)[cH:9][cH:10]1)=[O:12].